This data is from the Open Reaction Database (ORD), a public repository of structured organic reaction records. The task is: describe an organic reaction: reactants, conditions, products, and yield Starting materials: COC(=O)c1ccc(OC)c(N)c1, CN(C)c1ccncc1, O=C(O)Cc1ccc(Cl)cc1Cl, ClCCl. Yields the product COC(=O)c1ccc(OC)c(NC(=O)Cc2ccc(Cl)cc2Cl)c1. As a reaction SMILES: [CH3:1][O:2][C:3]([c:4]1[cH:5][c:6]([NH2:12])[c:7]([O:10][CH3:11])[cH:8][cH:9]1)=[O:13].[CH3:29][N:30]([c:31]1[cH:32][cH:33][n:34][cH:35][cH:36]1)[CH3:37].[Cl:14][c:15]1[c:16]([CH2:22][C:23](=[O:24])[OH:25])[cH:17][cH:18][c:19]([Cl:21])[cH:20]1.[Cl:26][CH2:27][Cl:28]>>[CH3:1][O:2][C:3]([c:4]1[cH:5][c:6]([NH:12][C:23]([CH2:22][c:16]2[c:15]([Cl:14])[cH:20][c:19]([Cl:21])[cH:18][cH:17]2)=[O:24])[c:7]([O:10][CH3:11])[cH:8][cH:9]1)=[O:13]. The reactants are OC=1C=C(C=CC1O)S(=O)(=O)CO\N=C(/C(=O)O)\C=1N=C(SC1)N (2-amino-4-thiazoleglyoxylic acid (Z)-O-[[(3,4-dihydroxyphenyl)-sulphonyl]methyl]oxime), N[C@H]1[C@H]2SCC(=C(N2C1=O)C(=O)O)CSC=1N(N=C(C(N1)=O)O)C ((6R,7R)-7-amino-3-[[(2,5-dihydro-6-hydroxy-2-methyl-5-oxo-as-triazin-3-yl)thio]methyl]-8-oxo-5-thia-1-azabicyclo[4.2.0]oct-2-ene-2-carboxylic acid), [OH-].[Na+] (sodium hydroxide). Yields the product [Na+].[Na+].NC=1SC=C(N1)/C(/C(=O)N[C@H]1[C@H]2SCC(=C(N2C1=O)C(=O)[O-])CSC=1N(N=C(C(N1)=O)O)C)=N/OCS(=O)(=O)C1=CC(=C(C=C1)O)O.NC=1SC=C(N1)/C(/C(=O)N[C@H]1[C@H]2SCC(=C(N2C1=O)C(=O)[O-])CSC=1N(N=C(C(N1)=O)O)C)=N/OCS(=O)(=O)C1=CC(=C(C=C1)O)O ((6R,7R)-7-[(Z)-2-(2-amino-4-thiazolyl)-2-[[[(3,4-dihydroxyphenyl)sulphonyl]methoxy]imino]acetamido]-3-[[(2,5-dihydro-6-hydroxy-2-methyl-5-oxo-as-triazin-3-yl)thio]methyl]-8-oxo-5-thia-1-azabicyclo[4.2.0]oct-2-ene-2-carboxylic acid disodium salt). RXN SMILES: [OH:1][C:2]1[CH:3]=[C:4]([S:9]([CH2:12][O:13]/[N:14]=[C:15](/[C:19]2[N:20]=[C:21]([NH2:24])[S:22][CH:23]=2)\[C:16]([OH:18])=[O:17])(=[O:11])=[O:10])[CH:5]=[CH:6][C:7]=1[OH:8].[NH2:25][C@@H:26]1[C:33](=[O:34])[N:32]2[C@@H:27]1[S:28][CH2:29][C:30]([CH2:38][S:39][C:40]1[N:41]([CH3:48])[N:42]=[C:43]([OH:47])[C:44](=[O:46])[N:45]=1)=[C:31]2[C:35]([OH:37])=[O:36].[OH-].[Na+:50]>>[Na+:50].[Na+:50].[NH2:24][C:21]1[S:22][CH:23]=[C:19](/[C:15](=[N:14]/[O:13][CH2:12][S:9]([C:4]2[CH:5]=[CH:6][C:7]([OH:8])=[C:2]([OH:1])[CH:3]=2)(=[O:10])=[O:11])/[C:16]([NH:25][C@@H:26]2[C:33](=[O:34])[N:32]3[C@@H:27]2[S:28][CH2:29][C:30]([CH2:38][S:39][C:40]2[N:41]([CH3:48])[N:42]=[C:43]([OH:47])[C:44](=[O:46])[N:45]=2)=[C:31]3[C:35]([O-:37])=[O:36])=[O:18])[N:20]=1.[NH2:24][C:21]1[S:22][CH:23]=[C:19](/[C:15](=[N:14]/[O:13][CH2:12][S:9]([C:4]2[CH:5]=[CH:6][C:7]([OH:8])=[C:2]([OH:1])[CH:3]=2)(=[O:10])=[O:11])/[C:16]([NH:25][C@@H:26]2[C:33](=[O:34])[N:32]3[C@@H:27]2[S:28][CH2:29][C:30]([CH2:38][S:39][C:40]2[N:41]([CH3:48])[N:42]=[C:43]([OH:47])[C:44](=[O:46])[N:45]=2)=[C:31]3[C:35]([O-:37])=[O:36])=[O:17])[N:20]=1 |f:2.3,4.5.6.7|. Procedure: 37 mg of 2-amino-4-thiazoleglyoxylic acid (Z)-O-[[(3,4-dihydroxyphenyl)-sulphonyl]methyl]oxime were reacted with 47 mg of (6R,7R)-7-amino-3-[[(2,5-dihydro-6-hydroxy-2-methyl-5-oxo-as-triazin-3-yl)thio]methyl]-8-oxo-5-thia-1-azabicyclo[4.2.0]oct-2-ene-2-carboxylic acid according to the procedure described in Example 5. The product fractions obtained upon chromatography on MCI gel according to the method described in Example 1 were concentrated and the pH of solution thus obtained was adjusted to ... RXN SMILES: [CH3:34][OH:35].[ClH:33].[F:1][C:2]([c:3]1[cH:4][c:5]([NH:13][C:14]([c:15]2[c:16]([OH:27])[cH:17][cH:18][c:19]([C:21]#[C:22][Si:23]([CH3:24])([CH3:25])[CH3:26])[cH:20]2)=[O:28])[cH:6][c:7]([C:9]([F:10])([F:11])[F:12])[cH:8]1)([F:29])[F:30].[Na+:32].[OH-:31]>>[F:1][C:2]([c:3]1[cH:4][c:5]([NH:13][C:14]([c:15]2[c:16]([OH:27])[cH:17][cH:18][c:19]([C:21]#[CH:22])[cH:20]2)=[O:28])[cH:6][c:7]([C:9]([F:10])([F:11])[F:12])[cH:8]1)([F:29])[F:30]. Reactants: CO, Cl, C[Si](C)(C)C#Cc1ccc(O)c(C(=O)Nc2cc(C(F)(F)F)cc(C(F)(F)F)c2)c1, [Na+], [OH-]. The product is C#Cc1ccc(O)c(C(=O)Nc2cc(C(F)(F)F)cc(C(F)(F)F)c2)c1. The reactants are FC1=C(C=C(C=C1OC)OC)C1=CC2=C(C=N1)C(=NN2C2OCCCC2)I (6-(2-fluoro-3,5-dimethoxyphenyl)-3-iodo-1-(tetrahydro-2H-pyran-2-yl)-1H-pyrazolo[4,3-c]pyridine), S(=O)(=O)(Cl)Cl (sulfuryl chloride). The solvent is C(Cl)Cl (methylene chloride). Reaction conditions: time 20 minute. Yields the product ClC1=C(C(=C(C=C1OC)OC)F)C1=CC2=C(C=N1)C(=NN2C2OCCCC2)I (6-(2-chloro-6-fluoro-3,5-dimethoxyphenyl)-3-iodo-1-(tetrahydro-2H-pyran-2-yl)-1H-pyrazolo[4,3-c]pyridine). The yield is 67.1%. As a reaction SMILES: [F:1][C:2]1[C:7]([O:8][CH3:9])=[CH:6][C:5]([O:10][CH3:11])=[CH:4][C:3]=1[C:12]1[N:17]=[CH:16][C:15]2[C:18]([I:27])=[N:19][N:20]([CH:21]3[CH2:26][CH2:25][CH2:24][CH2:23][O:22]3)[C:14]=2[CH:13]=1.S(Cl)([Cl:31])(=O)=O>C(Cl)Cl>[Cl:31][C:4]1[C:5]([O:10][CH3:11])=[CH:6][C:7]([O:8][CH3:9])=[C:2]([F:1])[C:3]=1[C:12]1[N:17]=[CH:16][C:15]2[C:18]([I:27])=[N:19][N:20]([CH:21]3[CH2:26][CH2:25][CH2:24][CH2:23][O:22]3)[C:14]=2[CH:13]=1. Procedure: At r.t. to a solution of 6-(2-fluoro-3,5-dimethoxyphenyl)-3-iodo-1-(tetrahydro-2H-pyran-2-yl)-1H-pyrazolo[4,3-c]pyridine (35 mg, 0.072 mmol) (Example 52, Step 4) in methylene chloride (3 mL) was added sulfuryl chloride (7.0 μL, 0.087 mmol). The mixture was stirred at r.t. for 20 min then concentrated. The solid was filtered out and the crude material was purified by flash chromatography on a silica gel column with ethyl acetate in hexanes (0-50%) to afford the desired product (0.025 g). LCMS (M+... Reactants: [N+](=O)([O-])C1=C(C=CC(=C1)[N+](=O)[O-])/C=C/C(=O)OCC ((E)-ethyl 3-(2,4-dinitrophenyl)acrylate). The reagents and catalysts are [OH-].[OH-].[Pd+2] (Pd(OH)2/C). Solvent: CO (MeOH). Run at temperature 25 celsius, time 15 hour. Yields the product C(C)OC(CCC1=C(C=C(C=C1)N)N)=O (3-(2,4-diamino-phenyl)-propionic acid ethyl ester). Yield: 91.6%. RXN SMILES: [N+:1]([C:4]1[CH:9]=[C:8]([N+:10]([O-])=O)[CH:7]=[CH:6][C:5]=1/[CH:13]=[CH:14]/[C:15]([O:17][CH2:18][CH3:19])=[O:16])([O-])=O>CO.[OH-].[OH-].[Pd+2]>[CH2:18]([O:17][C:15](=[O:16])[CH2:14][CH2:13][C:5]1[CH:6]=[CH:7][C:8]([NH2:10])=[CH:9][C:4]=1[NH2:1])[CH3:19] |f:2.3.4|. Reported procedure: A suspension of Pd(OH)2/C (10%, 3.0 g) and (E)-ethyl 3-(2,4-dinitrophenyl)acrylate (12.0 g, 45.1 mmol) in MeOH (80 mL) was stirred at 25° C. under an atmosphere of H2 (45 psi) for 15 h. The mixture was filtered and the filtrate was concentrated in vacuo to give 3-(2,4-diamino-phenyl)-propionic acid ethyl ester (8.6 g, 98%), which was used directly in the next step without further purification. A solution of ethyl 3-(2,4-diaminophenyl)propanoate (8.6 g, 41.3 mmol) in EtOH (50 mL) was stirred at 8... The reactants are C(/C=N\O)[N+](=O)[O-] (methazonic acid), Cl (hydrochloric acid), NC1=C(C=O)C=C(C(=C1F)Cl)F (2-amino-4-chloro-3,5-difluorobenzaldehyde). The solvent is C(C)O (ethanol). Run at temperature 35 celsius, time 16 hour. Yields the product ClC1=C(C=C2C=C(C=NC2=C1F)[N+](=O)[O-])F (7-chloro-6,8-difluoro-3-nitroquinoline). Isolated yield 72.9%. RXN SMILES: [CH2:1]([N+:5]([O-:7])=[O:6])/[CH:2]=[N:3]\O.Cl.N[C:10]1[C:17]([F:18])=[C:16]([Cl:19])[C:15]([F:20])=[CH:14][C:11]=1[CH:12]=O>C(O)C>[Cl:19][C:16]1[C:17]([F:18])=[C:10]2[C:11]([CH:12]=[C:1]([N+:5]([O-:7])=[O:6])[CH:2]=[N:3]2)=[CH:14][C:15]=1[F:20]. Procedure details: 17.4 g of methazonic acid and 60 cm3 of a 37% aqueous hydrochloric acid solution were rapidly added, with stirring, to a solution of 8.7 g of 2-amino-4-chloro-3,5-difluorobenzaldehyde in 300 cm3 of ethanol, while the mixture was maintained at a temperature in the region of 35° C. The mixture was stirred for 16 hours at a temperature in the region of 20° C. The precipitate was dewatered and washed 3 times with 25 cm3 of diethyl ether. 8.1 g of 7-chloro-6,8-difluoro-3-nitroquinoline was obtained i... Starting materials: [N-]1C=NC=C1 (imidazolide), C(CCC)[Li] (n-Butyllithium), solution, C(=O)(OC(C)(C)C)N1CCC(C(=O)O)CC1 (Boc-isonipecotic acid), C(=O)(N1C=NC=C1)N1C=NC=C1 (1,1'-carbonyldiimidazole), C(C)(C)NC(C)C (diisopropylamine), C(C)(=O)C=1C=NC=CC1 (3-acetylpyridine). Solvent: CCOC(=O)C (EtOAc), CCCCCC (hexane), C1CCOC1 (THF). Conditions: temperature 20 celsius, time 45 minute. Yields the product OC(=CC(=O)N1CCCCC1)C=1C=NC=CC1 (1-(3-hydroxy-1-oxo-3-(3-pyridinyl)-2-propenyl)piperidine). As a reaction SMILES: [C:1]([N:8]1[CH2:16][CH2:15][CH:11](C(O)=O)[CH2:10][CH2:9]1)([O:3]C(C)(C)C)=O.C(N1C=CN=C1)(N1C=CN=C1)=O.C(NC(C)C)(C)C.C([Li])CCC.[C:41]([C:44]1[CH:45]=[N:46][CH:47]=[CH:48][CH:49]=1)(=[O:43])[CH3:42].[N-]1C=CN=C1>CCCCCC.CCOC(C)=O.C1COCC1>[OH:43][C:41]([C:44]1[CH:45]=[N:46][CH:47]=[CH:48][CH:49]=1)=[CH:42][C:1]([N:8]1[CH2:9][CH2:10][CH2:11][CH2:15][CH2:16]1)=[O:3]. Procedure: To an oven dried 50 mL round bottomed flask with a stirring bar, argon inlet and septum was added Boc-isonipecotic acid (2.50 g, 10.90 mmol), 1,1'-carbonyldiimidazole (1.77 g, 10.90 mmol) and dry THF (20 mL). This solution was stirred at 20° C. for 45 min. To a separate, oven dried, 100 mL round bottomed flask with a stirring bar, argon inlet, low temperature thermometer, and septum was added dry THF (30 mL) and distilled diisopropylamine (1.60 mL, 11.45 mmol). This solution was cooled to -78° C... Reactants: NC1=CC(=NC2=CC(=C(C=C12)OCC1=CC=CC=C1)OC)N1CCN(CCC1)C(=O)N1CCOCC1 (4-amino-6-benzyloxy-7-methoxy-2-[4-(4-morpholinecarbonyl)-1,4-diazepan-1-yl]quinoline). The reagents and catalysts are [Pd] (Palladium on charcoal). Run in C(C)O (ethanol). Run at time 72 hour. Product: NC1=CC(=NC2=CC(=C(C=C12)O)OC)N1CCN(CCC1)C(=O)N1CCOCC1 (4-Amino-6-hydroxy-7-methoxy-2-[4-(4-morpholinecarbonyl)-1,4-diazepan-1-yl]quinoline). The yield is 95.9%. Reaction SMILES: [NH2:1][C:2]1[C:11]2[C:6](=[CH:7][C:8]([O:20][CH3:21])=[C:9]([O:12]CC3C=CC=CC=3)[CH:10]=2)[N:5]=[C:4]([N:22]2[CH2:28][CH2:27][CH2:26][N:25]([C:29]([N:31]3[CH2:36][CH2:35][O:34][CH2:33][CH2:32]3)=[O:30])[CH2:24][CH2:23]2)[CH:3]=1>[Pd].C(O)C>[NH2:1][C:2]1[C:11]2[C:6](=[CH:7][C:8]([O:20][CH3:21])=[C:9]([OH:12])[CH:10]=2)[N:5]=[C:4]([N:22]2[CH2:28][CH2:27][CH2:26][N:25]([C:29]([N:31]3[CH2:32][CH2:33][O:34][CH2:35][CH2:36]3)=[O:30])[CH2:24][CH2:23]2)[CH:3]=1. Procedure: 10% Palladium on charcoal (250 mg) was added to a solution of 4-amino-6-benzyloxy-7-methoxy-2-[4-(4-morpholinecarbonyl)-1,4-diazepan-1-yl]quinoline (1.01 g, 0.002 mol) in ethanol (100 ml) and the reaction stirred at room temperature under a hydrogen atmosphere of 414 kPa (60 p.s.i.) for 72 hours. The reaction mixture was filtered through Arbocel™, washing well with further ethanol. The filtrate was evaporated under reduced pressure to give the subtitle compound as a solid (770 mg, 93%). Rf 0.40 ...